Dataset: the Open Reaction Database (ORD), a public repository of structured organic reaction records. Task: describe an organic reaction: reactants, conditions, products, and yield Reactants: ClC1=CC(=C(/C=C/C(=O)OC)C=C1)NC(=O)OCC (methyl trans-4-chloro-2-(ethoxycarbonylamino)cinnamate), Br.BrCC(=O)C1=NC=CC=C1 (2-bromoacetylpyridine hydrobromide). Reported procedure: The title compound were prepared according the procedure described in step 2 of Example 31 from methyl trans-4-chloro-2-(ethoxycarbonylamino)cinnamate (Example 31, step 1) and 2-bromoacetylpyridine hydrobromide (H. McKennis et al., J. Org. Chem., 1963, 387.). The product is ClC1=CC=C2C(=C(NC2=C1)C(=O)C1=NC=CC=C1)CC(=O)O ([6-Chloro-2-(pyridine-2-carbonyl)-1H-indol-3-yl]acetic Acid). As a reaction SMILES: [Cl:1][C:2]1[CH:13]=[CH:12][C:5](/[CH:6]=[CH:7]/[C:8]([O:10]C)=[O:9])=[C:4]([NH:14][C:15](OCC)=O)[CH:3]=1.Br.BrC[C:23]([C:25]1[CH:30]=[CH:29][CH:28]=[CH:27][N:26]=1)=[O:24]>>[Cl:1][C:2]1[CH:3]=[C:4]2[C:5]([C:6]([CH2:7][C:8]([OH:10])=[O:9])=[C:15]([C:23]([C:25]3[CH:30]=[CH:29][CH:28]=[CH:27][N:26]=3)=[O:24])[NH:14]2)=[CH:12][CH:13]=1 |f:1.2|. Starting materials: CC(C)(C)OC(=O)N1CCN(CC(c2cccc(Br)c2)C2(O)CCCCC2)CC1, COCCOC, OB(O)c1ccc(Cl)c(Cl)c1, [Na+], [Na+], O=C([O-])[O-], c1ccc(P(c2ccccc2)(c2ccccc2)[Pd](P(c2ccccc2)(c2ccccc2)c2ccccc2)(P(c2ccccc2)(c2ccccc2)c2ccccc2)P(c2ccccc2)(c2ccccc2)c2ccccc2)cc1. The product is CC(C)(C)OC(=O)N1CCN(CC(c2cccc(-c3ccc(Cl)c(Cl)c3)c2)C2(O)CCCCC2)CC1. Reaction SMILES: [Br:1][c:2]1[cH:3][c:4]([CH:8]([CH2:9][N:10]2[CH2:11][CH2:12][N:13]([C:16](=[O:17])[O:18][C:19]([CH3:20])([CH3:21])[CH3:22])[CH2:14][CH2:15]2)[C:23]2([OH:29])[CH2:24][CH2:25][CH2:26][CH2:27][CH2:28]2)[cH:5][cH:6][cH:7]1.[CH3:47][O:48][CH2:49][CH2:50][O:51][CH3:52].[Cl:30][c:31]1[cH:32][c:33]([B:38]([OH:39])[OH:40])[cH:34][cH:35][c:36]1[Cl:37].[Na+:41].[Na+:42].[O-:43][C:44](=[O:45])[O-:46].[cH:53]1[cH:54][cH:55][c:56]([P:57]([Pd:58]([P:59]([c:60]2[cH:61][cH:62][cH:63][cH:64][cH:65]2)([c:66]2[cH:67][cH:68][cH:69][cH:70][cH:71]2)[c:72]2[cH:73][cH:74][cH:75][cH:76][cH:77]2)([P:78]([c:79]2[cH:80][cH:81][cH:82][cH:83][cH:84]2)([c:85]2[cH:86][cH:87][cH:88][cH:89][cH:90]2)[c:91]2[cH:92][cH:93][cH:94][cH:95][cH:96]2)[P:97]([c:98]2[cH:99][cH:100][cH:101][cH:102][cH:103]2)([c:104]2[cH:105][cH:106][cH:107][cH:108][cH:109]2)[c:110]2[cH:111][cH:112][cH:113][cH:114][cH:115]2)([c:116]2[cH:117][cH:118][cH:119][cH:120][cH:121]2)[c:122]2[cH:123][cH:124][cH:125][cH:126][cH:127]2)[cH:128][cH:129]1>>[c:2]1(-[c:33]2[cH:32][c:31]([Cl:30])[c:36]([Cl:37])[cH:35][cH:34]2)[cH:3][c:4]([CH:8]([CH2:9][N:10]2[CH2:11][CH2:12][N:13]([C:16](=[O:17])[O:18][C:19]([CH3:20])([CH3:21])[CH3:22])[CH2:14][CH2:15]2)[C:23]2([OH:29])[CH2:24][CH2:25][CH2:26][CH2:27][CH2:28]2)[cH:5][cH:6][cH:7]1. The reactants are O=C(OC(C(=O)O)(C(=O)c1ccccc1)C(O)C(=O)O)c1ccccc1, O=C([O-])[O-], CCOC(C)=O, O=S(=O)(Cl)c1ccc(Cl)cc1, [K+], [K+], COC(=O)Cc1ccc2c(c1)CC(N)C2, O. Yields the product COC(=O)Cc1ccc2c(c1)CC(NS(=O)(=O)c1ccc(Cl)cc1)C2. RXN SMILES: [C:1]([O:2][C:3]([C:4](=[O:5])[c:6]1[cH:7][cH:8][cH:9][cH:10][cH:11]1)([CH:12]([C:13]([OH:14])=[O:15])[OH:16])[C:17]([OH:18])=[O:19])(=[O:20])[c:21]1[cH:22][cH:23][cH:24][cH:25][cH:26]1.[C:42](=[O:43])([O-:44])[O-:45].[CH3:60][CH2:61][O:62][C:63](=[O:64])[CH3:65].[Cl:49][c:50]1[cH:51][cH:52][c:53]([S:56](=[O:57])(=[O:58])[Cl:59])[cH:54][cH:55]1.[K+:46].[K+:47].[NH2:27][CH:28]1[CH2:29][c:30]2[cH:31][cH:32][c:33]([CH2:37][C:38](=[O:39])[O:40][CH3:41])[cH:34][c:35]2[CH2:36]1.[OH2:48]>>[NH:27]([CH:28]1[CH2:29][c:30]2[cH:31][cH:32][c:33]([CH2:37][C:38](=[O:39])[O:40][CH3:41])[cH:34][c:35]2[CH2:36]1)[S:56]([c:53]1[cH:52][cH:51][c:50]([Cl:49])[cH:55][cH:54]1)(=[O:57])=[O:58]. The reactants are BrCCCCCC(=O)NC=1C(=NC(=CC1)C)SC (6-bromo-N-(6-methyl-2-methylthio-3-pyridyl)hexanamide), SC=1OC2=C(N1)C=CC=C2 (2-mercaptobenzoxazole), C1COCCOCCOCCOCCOCCO1 (18-crown-6), C([O-])([O-])=O.[K+].[K+] (potassium carbonate). The solvent is CN(C)C=O (DMF), O (water). Run at temperature 80 celsius, time 90 minute. Product: O1C(=NC2=C1C=CC=C2)SCCCCCC(=O)NC=2C(=NC(=CC2)C)SC (6-(benzoxazol-2-ylthio)-N-(6-methyl-2-methylthio-3-pyridyl)hexanamide). The yield is 77.8%. As a reaction SMILES: Br[CH2:2][CH2:3][CH2:4][CH2:5][CH2:6][C:7]([NH:9][C:10]1[C:11]([S:17][CH3:18])=[N:12][C:13]([CH3:16])=[CH:14][CH:15]=1)=[O:8].[SH:19][C:20]1[O:21][C:22]2[CH:28]=[CH:27][CH:26]=[CH:25][C:23]=2[N:24]=1.C1OCCOCCOCCOCCOCCOC1.C(=O)([O-])[O-].[K+].[K+]>O.CN(C=O)C>[O:21]1[C:22]2[CH:28]=[CH:27][CH:26]=[CH:25][C:23]=2[N:24]=[C:20]1[S:19][CH2:2][CH2:3][CH2:4][CH2:5][CH2:6][C:7]([NH:9][C:10]1[C:11]([S:17][CH3:18])=[N:12][C:13]([CH3:16])=[CH:14][CH:15]=1)=[O:8] |f:3.4.5|. Procedure: Triethylamine (475 mg, 4.7 mmol) was added to a chloroform (10 ml) solution of this aminopyridine (601 mg, 3.9 mmol), and 6-bromohexanoyl chloride (944 mg, 4.29 mmol) was then slowly added thereto dropwise while being cooled with ice, and the mixture was stirred at room temperature for 12 hours. The reaction mixture was diluted with water, and extracted with methylene chloride. The organic layer was washed with water and then with a saturated aqueous solution of sodium chloride, and dried over m... Reactants: CCOC(C)=O, CCO, [Cl-], [Fe], Cc1[nH]c2ncnc(Oc3ccccc3[N+](=O)[O-])c2c1C, [NH4+], C1CCOC1, O. Yields the product Cc1[nH]c2ncnc(Oc3ccccc3N)c2c1C. RXN SMILES: [CH3:29][CH2:30][O:31][C:32](=[O:33])[CH3:34].[CH3:3][CH2:4][OH:5].[Cl-:1].[Fe:28].[N+:7]([O-:8])(=[O:9])[c:10]1[c:11]([O:12][c:13]2[c:14]3[c:15]([n:16][cH:17][n:18]2)[nH:19][c:20]([CH3:23])[c:21]3[CH3:22])[cH:24][cH:25][cH:26][cH:27]1.[NH4+:2].[O:35]1[CH2:36][CH2:37][CH2:38][CH2:39]1.[OH2:6]>>[NH2:7][c:10]1[c:11]([O:12][c:13]2[c:14]3[c:15]([n:16][cH:17][n:18]2)[nH:19][c:20]([CH3:23])[c:21]3[CH3:22])[cH:24][cH:25][cH:26][cH:27]1. The reactants are [Al+3], CCOC(C)=O, [Cl-], [Cl-], [Cl-], O=C(Cl)c1cccnc1Cl, ClCCl, c1cc[nH]c1. Product: O=C(c1ccc[nH]1)c1cccnc1Cl. Reaction SMILES: [Al+3:17].[CH3:23][CH2:24][O:25][C:26](=[O:27])[CH3:28].[Cl-:16].[Cl-:18].[Cl-:19].[Cl:1][c:2]1[c:3]([C:4](=[O:5])[Cl:6])[cH:7][cH:8][cH:9][n:10]1.[Cl:20][CH2:21][Cl:22].[nH:11]1[cH:12][cH:13][cH:14][cH:15]1>>[Cl:1][c:2]1[c:3]([C:4](=[O:5])[c:12]2[nH:11][cH:15][cH:14][cH:13]2)[cH:7][cH:8][cH:9][n:10]1.